Dataset: the Open Reaction Database (ORD), a public repository of structured organic reaction records. Task: describe an organic reaction: reactants, conditions, products, and yield Reactants: ClC1=CC=C(CNC2=CC=C3C(CN(C(C3=C2)=O)CC)(C)C)C=C1 (7-(4-chloro-benzylamino)-2-ethyl-4,4-dimethyl-3,4-dihydro-2H-isoquinolin-1-one), N1=CC=CC=C1 (pyridine), CN1C=NC(=C1)S(=O)(=O)Cl (1-methyl-1H-imidazole-4-sulfonyl chloride). Solvent: C(C)#N (acetonitrile). Conditions: temperature 150 celsius. The product is ClC1=CC=C(CN(S(=O)(=O)C=2N=CN(C2)C)C2=CC=C3C(CN(C(C3=C2)=O)CC)(C)C)C=C1 (1-Methyl-1H-imidazole-4-sulfonic acid (4-chloro-benzyl)-(2-ethyl-4,4-dimethyl-1-oxo-1,2,3,4-tetrahydro-isoquinolin-7-yl)-amide). Isolated yield 20.5%. Reaction SMILES: [Cl:1][C:2]1[CH:24]=[CH:23][C:5]([CH2:6][NH:7][C:8]2[CH:17]=[C:16]3[C:11]([C:12]([CH3:22])([CH3:21])[CH2:13][N:14]([CH2:19][CH3:20])[C:15]3=[O:18])=[CH:10][CH:9]=2)=[CH:4][CH:3]=1.N1C=CC=CC=1.[CH3:31][N:32]1[CH:36]=[C:35]([S:37](Cl)(=[O:39])=[O:38])[N:34]=[CH:33]1>C(#N)C>[Cl:1][C:2]1[CH:3]=[CH:4][C:5]([CH2:6][N:7]([C:8]2[CH:17]=[C:16]3[C:11]([C:12]([CH3:21])([CH3:22])[CH2:13][N:14]([CH2:19][CH3:20])[C:15]3=[O:18])=[CH:10][CH:9]=2)[S:37]([C:35]2[N:34]=[CH:33][N:32]([CH3:31])[CH:36]=2)(=[O:39])=[O:38])=[CH:23][CH:24]=1. Procedure: To a stirred solution of 7-(4-chloro-benzylamino)-2-ethyl-4,4-dimethyl-3,4-dihydro-2H-isoquinolin-1-one (17 mg, 0.05 mmol) and pyridine (9 μl, 0.11 mmol) in anhydrous acetonitrile (1 ml) was added 1-methyl-1H-imidazole-4-sulfonyl chloride (20 mg, 0.11 mmol) and the reaction heated to 150° C. in a microwave for 0.5 hrs. The solvent was evaporated in vacuo and the crude residue purified by preparative tlc (5% methanol in dichloromethane) to afford the title compound as a colourless solid (5 mg, 21... Reactants: CC(C(=O)C1=C(C(=O)O)C=CC=C1)C (2-(2-methylpropanoyl)benzoic acid), C(C)(C)(C)O (tert-butanol), BrC(C(=O)OCC)C(=O)OCC (diethyl bromomalonate), CC(C)([O-])C.[K+] (potassium tert-butoxide). Run in C(C)O (ethanol). Reaction conditions: time 10 minute. The product is C(C)OC(=O)C1(OC(=O)C2=CC=CC=C2C1(C(C)C)O)C(=O)OCC (3,3-bis(ethoxycarbonyl)-4-hydroxy-4-isopropyl-3,4-dihydroisocoumarin). Isolated yield 94.2%. RXN SMILES: [CH3:1][CH:2]([CH3:14])[C:3]([C:5]1[CH:13]=[CH:12][CH:11]=[CH:10][C:6]=1[C:7]([OH:9])=[O:8])=[O:4].C(O)(C)(C)C.CC(C)([O-])C.[K+].Br[CH:27]([C:33]([O:35][CH2:36][CH3:37])=[O:34])[C:28]([O:30][CH2:31][CH3:32])=[O:29]>C(O)C>[CH2:31]([O:30][C:28]([C:27]1([C:33]([O:35][CH2:36][CH3:37])=[O:34])[C:3]([OH:4])([CH:2]([CH3:1])[CH3:14])[C:5]2[C:6](=[CH:10][CH:11]=[CH:12][CH:13]=2)[C:7](=[O:8])[O:9]1)=[O:29])[CH3:32] |f:2.3|. Reported procedure: A stirred mixture of 2-(2-methylpropanoyl)benzoic acid (44.27 g) and tert-butanol (300 ml) was treated portionwise with potassium tert-butoxide (28.14 g) over 5 minutes at room temperature and the reaction mixture stirred for a further 10 minutes and then treated dropwise over 10 minutes with a solution of diethyl bromomalonate (55.1 g) in ethanol (200 ml). The stirred mixture was refluxed for 18 hours and then evaporated to dryness. The residue was treated with diethyl ether (400 ml) and washed... The reactants are C1CCOC1, COc1cc2c(Cl)ncnc2cc1OCCn1ccnc1, [H-], O=C1Cc2ccccc2N1, CN(C)C=O. Product: Cl, COc1cc2c(C3C(=O)Nc4ccccc43)ncnc2cc1OCCn1ccnc1. Reaction SMILES: [CH2:38]1[O:39][CH2:40][CH2:41][CH2:42]1.[Cl:17][c:18]1[n:19][cH:20][n:21][c:22]2[cH:23][c:24]([O:30][CH2:31][CH2:32][n:33]3[cH:34][n:35][cH:36][cH:37]3)[c:25]([O:28][CH3:29])[cH:26][c:27]12.[H-:11].[NH:1]1[C:2](=[O:10])[CH2:3][c:4]2[cH:5][cH:6][cH:7][cH:8][c:9]21.[O:12]=[CH:13][N:14]([CH3:15])[CH3:16]>>[ClH:17].[NH:1]1[C:2](=[O:10])[CH:3]([c:18]2[n:19][cH:20][n:21][c:22]3[cH:23][c:24]([O:30][CH2:31][CH2:32][n:33]4[cH:34][n:35][cH:36][cH:37]4)[c:25]([O:28][CH3:29])[cH:26][c:27]23)[c:4]2[cH:5][cH:6][cH:7][cH:8][c:9]21. Starting materials: Cl, CCOC(=O)CC(c1ccccc1)n1cnc2cc(NC(=O)c3cccc(N)c3)ccc21. The product is Nc1cccc(C(=O)Nc2ccc3c(c2)ncn3C(CC(=O)O)c2ccccc2)c1. Reaction SMILES: [ClH:33].[NH2:1][c:2]1[cH:3][c:4]([C:5](=[O:6])[NH:7][c:8]2[cH:9][c:10]3[c:11]([n:12]([CH:15]([CH2:16][C:17](=[O:18])[O:19][CH2:20][CH3:21])[c:22]4[cH:23][cH:24][cH:25][cH:26][cH:27]4)[cH:13][n:14]3)[cH:28][cH:29]2)[cH:30][cH:31][cH:32]1>>[NH2:1][c:2]1[cH:3][c:4]([C:5](=[O:6])[NH:7][c:8]2[cH:9][c:10]3[c:11]([n:12]([CH:15]([CH2:16][C:17](=[O:18])[OH:19])[c:22]4[cH:23][cH:24][cH:25][cH:26][cH:27]4)[cH:13][n:14]3)[cH:28][cH:29]2)[cH:30][cH:31][cH:32]1. Reactants: Br, CC(C)(C)C(=O)Cl, O=C(NC(CO)C(=O)O)OCc1ccccc1, CCN1CCCCC1, COC(=O)C(Cc1ccccc1)NC(=O)C(N)CC(N)=O, ClCCl, c1ccncc1. The product is COC(=O)C(Cc1ccccc1)NC(=O)C(CC(N)=O)NC(=O)C(CO)NC(=O)OCc1ccccc1. RXN SMILES: [BrH:54].[C:26]([Cl:27])(=[O:28])[C:29]([CH3:30])([CH3:31])[CH3:32].[CH2:1]([c:2]1[cH:3][cH:4][cH:5][cH:6][cH:7]1)[O:8][C:9](=[O:10])[NH:11][CH:12]([CH2:13][OH:14])[C:15](=[O:16])[OH:17].[CH3:18][CH2:19][N:20]1[CH2:21][CH2:22][CH2:23][CH2:24][CH2:25]1.[CH3:33][O:34][C:35]([CH:36]([NH:37][C:38]([CH:39]([NH2:40])[CH2:41][C:42]([NH2:43])=[O:44])=[O:45])[CH2:46][c:47]1[cH:48][cH:49][cH:50][cH:51][cH:52]1)=[O:53].[Cl:55][CH2:56][Cl:57].[cH:58]1[cH:59][cH:60][n:61][cH:62][cH:63]1>>[CH2:1]([c:2]1[cH:3][cH:4][cH:5][cH:6][cH:7]1)[O:8][C:9](=[O:10])[NH:11][CH:12]([CH2:13][OH:14])[C:15](=[O:17])[NH:40][CH:39]([C:38]([NH:37][CH:36]([C:35]([O:34][CH3:33])=[O:53])[CH2:46][c:47]1[cH:48][cH:49][cH:50][cH:51][cH:52]1)=[O:45])[CH2:41][C:42]([NH2:43])=[O:44]. Yield: 102.2%. Run in C(C)O (ethanol). Starting materials: C(#N)C1=CC=C(C(CBr)=O)C=C1 (4-cyanophenacyl bromide), CNC(=S)N (N-methyl-thiourea), C([O-])(O)=O.[Na+] (sodium bicarbonate). The product is CNC=1SC=C(N1)C1=CC=C(C#N)C=C1 (4-(2-Methylamino-thiazol-4-yl)-benzonitrile). Reaction SMILES: [C:1]([C:3]1[CH:12]=[CH:11][C:6]([C:7](=O)[CH2:8]Br)=[CH:5][CH:4]=1)#[N:2].[CH3:13][NH:14][C:15]([NH2:17])=[S:16].C(=O)(O)[O-].[Na+]>C(O)C>[CH3:13][NH:14][C:15]1[S:16][CH:8]=[C:7]([C:6]2[CH:11]=[CH:12][C:3]([C:1]#[N:2])=[CH:4][CH:5]=2)[N:17]=1 |f:2.3|. Reaction conditions: temperature 40 celsius. Procedure: Slurry 4-cyanophenacyl bromide (1.12 g, 5 mmol) in absolute ethanol (25 mL). Heat to 40° C. to dissolve, then add N-methyl-thiourea (0.45 g, 5 mmol) and sodium bicarbonate (0.42 g, 5 mmol), and heat to reflux for 5 h. Cool to room temperature, filter the resulting off-white solid and wash with hexane (10 mL). Partition aqueous/ethanolic filtrate between water/EtOAc (4:1) and extract aqueous phase with EtOAc (2×25 mL). Dry the combined organic extracts over Na2SO4, concentrate in vacuo and combin... The reactants are [OH-].[Na+] (NaOH), COC1=CC=C(C=C1)B(O)O (4-methoxyphenylboronic acid), BrC1=CC(=C(C#N)C=C1)F (4-bromo-2-fluorobenzonitrile), aqueous solution, C(=O)([O-])[O-].[Na+].[Na+] (Na2CO3). Reagents/catalysts: C=1C=CC(=CC1)[P](C=2C=CC=CC2)(C=3C=CC=CC3)[Pd]([P](C=4C=CC=CC4)(C=5C=CC=CC5)C=6C=CC=CC6)([P](C=7C=CC=CC7)(C=8C=CC=CC8)C=9C=CC=CC9)[P](C=1C=CC=CC1)(C=1C=CC=CC1)C=1C=CC=CC1 (tetrakis(triphenylphosphine)palladium). Solvent: C(C)O (ethanol), C1=CC=CC=C1 (benzene). The product is FC=1C=C(C=CC1C#N)C1=CC=C(C=C1)OC (3-fluoro-4′-methoxy-1,1′-biphenyl-4-carbonitrile). Isolated yield 92.0%. RXN SMILES: [CH3:1][O:2][C:3]1[CH:8]=[CH:7][C:6](B(O)O)=[CH:5][CH:4]=1.Br[C:13]1[CH:20]=[CH:19][C:16]([C:17]#[N:18])=[C:15]([F:21])[CH:14]=1.C([O-])([O-])=O.[Na+].[Na+].[OH-].[Na+]>C(O)C.C1C=CC=CC=1.C1C=CC([P]([Pd]([P](C2C=CC=CC=2)(C2C=CC=CC=2)C2C=CC=CC=2)([P](C2C=CC=CC=2)(C2C=CC=CC=2)C2C=CC=CC=2)[P](C2C=CC=CC=2)(C2C=CC=CC=2)C2C=CC=CC=2)(C2C=CC=CC=2)C2C=CC=CC=2)=CC=1>[F:21][C:15]1[CH:14]=[C:13]([C:6]2[CH:7]=[CH:8][C:3]([O:2][CH3:1])=[CH:4][CH:5]=2)[CH:20]=[CH:19][C:16]=1[C:17]#[N:18] |f:2.3.4,5.6,^1:42,44,63,82|. Procedure: A mixture of 4-methoxyphenylboronic acid (4.56 g, 30.0 mmol) in ethanol (20 mL) was added to a solution of 4-bromo-2-fluorobenzonitrile (5.00 g, 25.0 mmol) and tetrakis(triphenylphosphine)palladium (578 mg, 0.50 mmol) in benzene (50 mL). The resulting mixture was treated with a 2.0 M aqueous solution of Na2CO3 (25 mL, 50 mmol) and heated briefly at reflux, then at 65° C. overnight. The mixture was cooled to room temperature and treated with 6.0 M aqueous NaOH. The aqueous phase was separated and... The reactants are OC1CCN(CC1)C(=O)OC(C)(C)C (tert-butyl 4-hydroxypiperidine-1-carboxylate), ClC(Cl)(OC(OC(Cl)(Cl)Cl)=O)Cl (triphosgene), C(C)(C)N1CCNCC1 (1-isopropylpiperazine). The reagents and catalysts are CN(C)C=1C=CN=CC1 (DMAP). Solvent: C(Cl)Cl (DCM). Conditions: time 2 hour. Product: C(C)(C)N1CCN(CC1)C(=O)OC1CCN(CC1)C(=O)OC(C)(C)C (1-(tert-butoxycarbonyl)piperidin-4-yl 4-isopropylpiperazine-1-carboxylate). Isolated yield 197.8%. Reaction SMILES: [OH:1][CH:2]1[CH2:7][CH2:6][N:5]([C:8]([O:10][C:11]([CH3:14])([CH3:13])[CH3:12])=[O:9])[CH2:4][CH2:3]1.ClC(Cl)(O[C:19](=[O:25])OC(Cl)(Cl)Cl)Cl.[CH:27]([N:30]1[CH2:35][CH2:34][NH:33][CH2:32][CH2:31]1)([CH3:29])[CH3:28]>C(Cl)Cl.CN(C1C=CN=CC=1)C>[CH:27]([N:30]1[CH2:35][CH2:34][N:33]([C:19]([O:1][CH:2]2[CH2:3][CH2:4][N:5]([C:8]([O:10][C:11]([CH3:14])([CH3:13])[CH3:12])=[O:9])[CH2:6][CH2:7]2)=[O:25])[CH2:32][CH2:31]1)([CH3:29])[CH3:28]. Reported procedure: To a solution of tert-butyl 4-hydroxypiperidine-1-carboxylate (4.4 g, 21.9 mmol) in DCM (100 mL) was carefully added DMAP (5.3 g, 43.8 mmol) and triphosgene (3.2 g, 10.95 mmol) portionwise. After stirring at rt for 2 h, 1-isopropylpiperazine (3.3 g, 26 mmol) was added and the reaction mixture was stirred at rt for 5 h. The reaction was quenched with saturated NH4Cl (100 mL) solution and the mixture was extracted with DCM (3×100 mL). The combined organic layers were washed with saturated NH4Cl (2... Starting materials: [Br-], N#Cc1ccsc1-c1ccc(CBr)cc1, CCCC(=O)CC(=O)OCC, CCN(C(C)C)C(C)C, [Li+], C1CCOC1, O. The product is CCCC(=O)C(Cc1ccc(-c2sccc2C#N)cc1)C(=O)OCC. RXN SMILES: [Br-:28].[C:12](#[N:13])[c:14]1[c:15](-[c:19]2[cH:20][cH:21][c:22]([CH2:23][Br:24])[cH:25][cH:26]2)[s:16][cH:17][cH:18]1.[CH3:1][CH2:2][CH2:3][C:4](=[O:5])[CH2:6][C:7](=[O:8])[O:9][CH2:10][CH3:11].[CH:29]([N:30]([CH:31]([CH3:32])[CH3:33])[CH2:34][CH3:35])([CH3:36])[CH3:37].[Li+:27].[O:38]1[CH2:39][CH2:40][CH2:41][CH2:42]1.[OH2:43]>>[CH3:1][CH2:2][CH2:3][C:4](=[O:5])[CH:6]([C:7](=[O:8])[O:9][CH2:10][CH3:11])[CH2:23][c:22]1[cH:21][cH:20][c:19](-[c:15]2[c:14]([C:12]#[N:13])[cH:18][cH:17][s:16]2)[cH:26][cH:25]1.